This data is from the Open Reaction Database (ORD), a public repository of structured organic reaction records. The task is: describe an organic reaction: reactants, conditions, products, and yield Reactants: CCO, NN, O, Clc1ncnc2cc(-c3ccsc3)sc12. Yields the product Cl, NNc1ncnc2cc(-c3ccsc3)sc12. As a reaction SMILES: [CH3:19][CH2:20][OH:21].[NH2:17][NH2:18].[OH2:16].[s:1]1[cH:2][c:3](-[c:6]2[cH:7][c:8]3[n:9][cH:10][n:11][c:12]([Cl:15])[c:13]3[s:14]2)[cH:4][cH:5]1>>[ClH:15].[s:1]1[cH:2][c:3](-[c:6]2[cH:7][c:8]3[n:9][cH:10][n:11][c:12]([NH:17][NH2:18])[c:13]3[s:14]2)[cH:4][cH:5]1. Starting materials: C(C)C1C(CC(C(C(OC(C2CCCCN2C(C(C2(C(CC(C(C(CC(CC(=C1)C)C)OC)O2)OC)C)O)=O)=O)=O)C(=CC2CC(C(CC2)N=[N+]=[N-])OC(C)C)C)C)O)=O (17-ethyl-1,14-dihydroxy-12-[2'-(4"-azido-3"-isopropyloxycyclohexyl)-1'-methylvinyl]-23,25-dimethoxy-13,19,21,27-tetramethyl-11,28-dioxa-4-azatricyclo[22.3.1.04,9 ]octacos-18-ene-2,3,10,16-tetraone), C1(=CC=CC=C1)P(C1=CC=CC=C1)C1=CC=CC=C1 (triphenylphosphine). Solvent: C1(=CC=CC=C1)C (toluene). Conditions: temperature 70 celsius, time 18 hour. Yields the product C(C)C1C(CC(C(C(OC(C2CCCCN2C(C(C2(C(CC(C(C(CC(CC(=C1)C)C)OC)O2)OC)C)O)=O)=O)=O)C(=CC2CC(C(CC2)N)OC(C)C)C)C)O)=O (17-Ethyl-1,14-dihydroxy-12-[2'-(4"-amino-3"-isopropyloxycyclohexyl)-1'-methylvinyl]-23,25-dimethoxy-13,19,21,27-tetramethyl-11,28-dioxa-4-azatricyclo[22.3.1.04,9 ]octacos-18-ene-2,3,10,16-tetraone). Isolated yield 25.8%. RXN SMILES: [CH2:1]([CH:3]1[CH:29]=[C:28]([CH3:30])[CH2:27][CH:26]([CH3:31])[CH2:25][CH:24]([O:32][CH3:33])[CH:23]2[O:34][C:19]([OH:38])([CH:20]([CH3:37])[CH2:21][CH:22]2[O:35][CH3:36])[C:18](=[O:39])[C:17](=[O:40])[N:16]2[CH:11]([CH2:12][CH2:13][CH2:14][CH2:15]2)[C:10](=[O:41])[O:9][CH:8]([C:42]([CH3:57])=[CH:43][CH:44]2[CH2:49][CH2:48][CH:47]([N:50]=[N+]=[N-])[CH:46]([O:53][CH:54]([CH3:56])[CH3:55])[CH2:45]2)[CH:7]([CH3:58])[CH:6]([OH:59])[CH2:5][C:4]1=[O:60])[CH3:2].C1(P(C2C=CC=CC=2)C2C=CC=CC=2)C=CC=CC=1>C1(C)C=CC=CC=1>[CH2:1]([CH:3]1[CH:29]=[C:28]([CH3:30])[CH2:27][CH:26]([CH3:31])[CH2:25][CH:24]([O:32][CH3:33])[CH:23]2[O:34][C:19]([OH:38])([CH:20]([CH3:37])[CH2:21][CH:22]2[O:35][CH3:36])[C:18](=[O:39])[C:17](=[O:40])[N:16]2[CH:11]([CH2:12][CH2:13][CH2:14][CH2:15]2)[C:10](=[O:41])[O:9][CH:8]([C:42]([CH3:57])=[CH:43][CH:44]2[CH2:49][CH2:48][CH:47]([NH2:50])[CH:46]([O:53][CH:54]([CH3:56])[CH3:55])[CH2:45]2)[CH:7]([CH3:58])[CH:6]([OH:59])[CH2:5][C:4]1=[O:60])[CH3:2]. Procedure details: To a solution of 17-ethyl-1,14-dihydroxy-12-[2'-(4"-azido-3"-isopropyloxycyclohexyl)-1'-methylvinyl]-23,25-dimethoxy-13,19,21,27-tetramethyl-11,28-dioxa-4-azatricyclo[22.3.1.04,9 ]octacos-18-ene-2,3,10,16-tetraone (22 mg) in 10% aqueous toluene (0.5 ml) was added triphenylphosphine (10.7 mg) and the mixture heated to 70° C. with stirring. After 18 hours, the stir bar was removed and the reaction cooled to room temperature. The mixture was concentrated to 10% volume in vacuo and purified by prepa... The reactants are COC(=O)C(Oc1ccc(C(C)(C)C)cc1)c1ccc(Oc2ccc([N+](=O)[O-])cc2)cc1, CO. Product: COC(=O)C(Oc1ccc(C(C)(C)C)cc1)c1ccc(Oc2ccc(N)cc2)cc1. Reaction SMILES: [C:1]([CH3:2])([CH3:3])([CH3:4])[c:5]1[cH:6][cH:7][c:8]([O:9][CH:10]([C:11](=[O:12])[O:13][CH3:14])[c:15]2[cH:16][cH:17][c:18]([O:21][c:22]3[cH:23][cH:24][c:25]([N+:28]([O-:29])=[O:30])[cH:26][cH:27]3)[cH:19][cH:20]2)[cH:31][cH:32]1.[CH3:33][OH:34]>>[C:1]([CH3:2])([CH3:3])([CH3:4])[c:5]1[cH:6][cH:7][c:8]([O:9][CH:10]([C:11](=[O:12])[O:13][CH3:14])[c:15]2[cH:16][cH:17][c:18]([O:21][c:22]3[cH:23][cH:24][c:25]([NH2:28])[cH:26][cH:27]3)[cH:19][cH:20]2)[cH:31][cH:32]1. Starting materials: C(=O)(O)C#CC(=O)O (HOOCC≡CCOOH), OCC(=O)O (HO—CH2—COOH). Yields the product C(=O)(O)CCCCC(=O)O (HOOC—(CH2)4—COOH). Reaction SMILES: [C:1]([C:4]#[C:5][C:6]([OH:8])=[O:7])(O)=O.O[CH2:10][C:11]([OH:13])=[O:12]>>[C:6]([CH2:5][CH2:4][CH2:1][CH2:10][C:11]([OH:13])=[O:12])([OH:8])=[O:7]. Procedure details: HOOCC≡CCOOH  B-15  HO—CH2—COOH  B-20 Reactants: C=CC(=O)OCC, CCO, CCN. The product is CCNCCC(=O)OCC. Reaction SMILES: [C:1]([CH:2]=[CH2:3])(=[O:4])[O:5][CH2:6][CH3:7].[CH3:11][CH2:12][OH:13].[CH3:8][CH2:9][NH2:10]>>[C:1]([CH2:2][CH2:3][NH:10][CH2:9][CH3:8])(=[O:4])[O:5][CH2:6][CH3:7].